Dataset: the Open Reaction Database (ORD), a public repository of structured organic reaction records. Task: describe an organic reaction: reactants, conditions, products, and yield Reactants: O1CCC(CC1)CCOC=1C=C(C(=O)O)C=CC1 (3-(tetrahydro-pyran-4-yl-ethoxy)-benzoic acid), C12CC(CC(CC1)N2)O (8-aza-bicyclo[3.2.1]octan-3-ol), ( M ). Yields the product OC1CC2CCC(C1)N2C(=O)C2=CC(=CC=C2)OCCC2CCOCC2 ((3-Hydroxy-8-aza-bicyclo[3.2.1]oct-8-yl)-{3-[2-(tetrahydro-pyran-4-yl)-ethoxy]-phenyl}-methanone). As a reaction SMILES: [O:1]1[CH2:6][CH2:5][CH:4]([CH2:7][CH2:8][O:9][C:10]2[CH:11]=[C:12]([CH:16]=[CH:17][CH:18]=2)[C:13]([OH:15])=O)[CH2:3][CH2:2]1.[CH:19]12[NH:26][CH:23]([CH2:24][CH2:25]1)[CH2:22][CH:21]([OH:27])[CH2:20]2>>[OH:27][CH:21]1[CH2:20][CH:19]2[N:26]([C:13]([C:12]3[CH:16]=[CH:17][CH:18]=[C:10]([O:9][CH2:8][CH2:7][CH:4]4[CH2:3][CH2:2][O:1][CH2:6][CH2:5]4)[CH:11]=3)=[O:15])[CH:23]([CH2:24][CH2:25]2)[CH2:22]1. Procedure details: Prepared from 3-(tetrahydro-pyran-4-yl-ethoxy)-benzoic acid and 8-aza-bicyclo[3.2.1]octan-3-ol. LC-MS (m/z): 360 (M). Product: CC1(C)OCc2cc(C3CN(CCc4ccc(OCCOCc5cccc([N+](=O)[O-])c5)cc4)C(=O)O3)ccc2O1. Starting materials: CC1(C)OCc2cc(C3CN(CCc4ccc(OCCO)cc4)C(=O)O3)ccc2O1, [H-], O=[N+]([O-])c1cccc(CBr)c1, [Na+], CN(C)C=O. RXN SMILES: [CH3:1][C:2]1([CH3:30])[O:3][CH2:4][c:5]2[c:6]([cH:8][cH:9][c:10]([CH:12]3[CH2:13][N:14]([CH2:18][CH2:19][c:20]4[cH:21][cH:22][c:23]([O:26][CH2:27][CH2:28][OH:29])[cH:24][cH:25]4)[C:15](=[O:17])[O:16]3)[cH:11]2)[O:7]1.[H-:31].[N+:33](=[O:34])([O-:35])[c:36]1[cH:37][c:38]([CH2:39][Br:40])[cH:41][cH:42][cH:43]1.[Na+:32].[O:44]=[CH:45][N:46]([CH3:47])[CH3:48]>>[CH3:1][C:2]1([CH3:30])[O:3][CH2:4][c:5]2[c:6]([cH:8][cH:9][c:10]([CH:12]3[CH2:13][N:14]([CH2:18][CH2:19][c:20]4[cH:21][cH:22][c:23]([O:26][CH2:27][CH2:28][O:29][CH2:39][c:38]5[cH:37][c:36]([N+:33](=[O:34])[O-:35])[cH:43][cH:42][cH:41]5)[cH:24][cH:25]4)[C:15](=[O:17])[O:16]3)[cH:11]2)[O:7]1. Starting materials: FC1=C(C=CC=C1F)CCO (2-(2,3-difluorophenyl)ethanol), ClC1=NC(N2C(N(CCC2)C)=C1)=O (8-chloro-1-methyl-3,4-dihydro-1H-pyrimido[1,6-a]pyrimidin-6(2H)-one). Yields the product FC1=C(C=CC=C1F)CCOC1=NC(N2C(N(CCC2)C)=C1)=O (8-[2-(2,3-Difluoro-phenyl)-ethoxy]-1-methyl-1,2,3,4-tetrahydro-pyrimido[1,6-a]pyrimidin-6-one). RXN SMILES: [F:1][C:2]1[C:7]([F:8])=[CH:6][CH:5]=[CH:4][C:3]=1[CH2:9][CH2:10][OH:11].Cl[C:13]1[CH:23]=[C:17]2[N:18]([CH3:22])[CH2:19][CH2:20][CH2:21][N:16]2[C:15](=[O:24])[N:14]=1>>[F:1][C:2]1[C:7]([F:8])=[CH:6][CH:5]=[CH:4][C:3]=1[CH2:9][CH2:10][O:11][C:13]1[CH:23]=[C:17]2[N:18]([CH3:22])[CH2:19][CH2:20][CH2:21][N:16]2[C:15](=[O:24])[N:14]=1. Procedure: The title compound or its salt was prepared by a procedure similar to that described for E11 starting from 2-(2,3-difluorophenyl)ethanol and 8-chloro-1-methyl-3,4-dihydro-1H-pyrimido[1,6-a]pyrimidin-6(2H)-one.